This data is from the Open Reaction Database (ORD), a public repository of structured organic reaction records. The task is: describe an organic reaction: reactants, conditions, products, and yield Starting materials: BrC=1C=NC=2N(C1)N=C(C2)C(=O)O (6-bromo-pyrazolo[1,5-a]pyrimidine-2-carboxylic acid), BrC1=CC2=C(C(NCC2)C)S1 (2-bromo-7-methyl-4,5,6,7-tetrahydrothieno[2,3-c]pyridine). Product: BrC1=CC2=C(C(N(CC2)C(=O)C2=NN3C(N=CC(=C3)Br)=C2)C)S1 ((2-Bromo-7-methyl-4,7-dihydro-5H-thieno[2,3-c]pyridin-6-yl)-(6-bromo-pyrazolo[1,5-a]pyrimidin-2-yl)-methanone). As a reaction SMILES: [Br:1][C:2]1[CH:3]=[N:4][C:5]2[N:6]([N:8]=[C:9]([C:11]([OH:13])=O)[CH:10]=2)[CH:7]=1.[Br:14][C:15]1[S:24][C:18]2[CH:19]([CH3:23])[NH:20][CH2:21][CH2:22][C:17]=2[CH:16]=1>>[Br:14][C:15]1[S:24][C:18]2[CH:19]([CH3:23])[N:20]([C:11]([C:9]3[CH:10]=[C:5]4[N:4]=[CH:3][C:2]([Br:1])=[CH:7][N:6]4[N:8]=3)=[O:13])[CH2:21][CH2:22][C:17]=2[CH:16]=1. Procedure: In close analogy to the procedure described in Example 1, 6-bromo-pyrazolo[1,5-a]pyrimidine-2-carboxylic acid is reacted with 2-bromo-7-methyl-4,5,6,7-tetrahydrothieno[2,3-c]pyridine to provide the title compound.